Task: describe an organic reaction: reactants, conditions, products, and yield. Dataset: the Open Reaction Database (ORD), a public repository of structured organic reaction records Starting materials: CCOC(=O)C=P(c1ccccc1)(c1ccccc1)c1ccccc1, Cc1ccccc1, O=Cc1ccc(F)cc1. The product is CCOC(=O)C=Cc1ccc(F)cc1. RXN SMILES: [C:10](=[O:11])([O:12][CH2:13][CH3:14])[CH:15]=[P:16]([c:17]1[cH:18][cH:19][cH:20][cH:21][cH:22]1)([c:23]1[cH:24][cH:25][cH:26][cH:27][cH:28]1)[c:29]1[cH:30][cH:31][cH:32][cH:33][cH:34]1.[CH3:35][c:36]1[cH:37][cH:38][cH:39][cH:40][cH:41]1.[F:1][c:2]1[cH:3][cH:4][c:5]([CH:6]=[O:7])[cH:8][cH:9]1>>[F:1][c:2]1[cH:3][cH:4][c:5]([CH:6]=[CH:15][C:10](=[O:11])[O:12][CH2:13][CH3:14])[cH:8][cH:9]1. Reactants: C(CCCCCC)OC1=CC=C(C(=O)OC2=CC=C(C=C2)CN(C(C2=CC=C(C=C2)NC(CC2=CC=C(C=C2)OC)=O)=O)CC(=O)OC(C)(C)C)C=C1 (4-((N-(2-(tert-butoxy)-2-oxoethyl)-4-(2-(4-methoxyphenyl)acetamido)benzamido)methyl)phenyl 4-(heptyloxy)benzoate), C(=O)(C(F)(F)F)O (TFA). Conditions: time 1 hour. The product is C(CCCCCC)OC1=CC=C(C(=O)OC2=CC=C(CN(C(C3=CC=C(C=C3)NC(CC3=CC=C(C=C3)OC)=O)=O)CC(=O)O)C=C2)C=C1 (2-(N-(4-((4-(heptyloxy)benzoyl)oxy)benzyl)-4-(2-(4-methoxyphenyl)acetamido)benzamido)acetic acid). The yield is 23.0%. RXN SMILES: [CH2:1]([O:8][C:9]1[CH:53]=[CH:52][C:12]([C:13]([O:15][C:16]2[CH:21]=[CH:20][C:19]([CH2:22][N:23]([CH2:44][C:45]([O:47]C(C)(C)C)=[O:46])[C:24](=[O:43])[C:25]3[CH:30]=[CH:29][C:28]([NH:31][C:32](=[O:42])[CH2:33][C:34]4[CH:39]=[CH:38][C:37]([O:40][CH3:41])=[CH:36][CH:35]=4)=[CH:27][CH:26]=3)=[CH:18][CH:17]=2)=[O:14])=[CH:11][CH:10]=1)[CH2:2][CH2:3][CH2:4][CH2:5][CH2:6][CH3:7].C(O)(C(F)(F)F)=O>>[CH2:1]([O:8][C:9]1[CH:53]=[CH:52][C:12]([C:13]([O:15][C:16]2[CH:21]=[CH:20][C:19]([CH2:22][N:23]([CH2:44][C:45]([OH:47])=[O:46])[C:24](=[O:43])[C:25]3[CH:30]=[CH:29][C:28]([NH:31][C:32](=[O:42])[CH2:33][C:34]4[CH:35]=[CH:36][C:37]([O:40][CH3:41])=[CH:38][CH:39]=4)=[CH:27][CH:26]=3)=[CH:18][CH:17]=2)=[O:14])=[CH:11][CH:10]=1)[CH2:2][CH2:3][CH2:4][CH2:5][CH2:6][CH3:7]. Procedure details: Prepared using General Procedure 8: To crude 4-((N-(2-(tert-butoxy)-2-oxoethyl)-4-(2-(4-methoxyphenyl)acetamido)benzamido)methyl)phenyl 4-(heptyloxy)benzoate INT-5 (70 mg) was added TFA (1 mL). After stirring for 1 h, the solvent was concentrated and the product was purified by preparative HPLC to provide 19 mg (23%) of 2-(N-(4-((4-(heptyloxy)benzoyl)oxy)benzyl)-4-(2-(4-methoxyphenyl)acetamido)benzamido)acetic acid 1. LCMS-ESI (m/z) calculated for C39H42N2O8: 667; found 666 [M−H]−, tR=9.51 min (... Starting materials: C(C)C=1C=C2CC(CC2=CC1CC)NC[C@H](O)C1=C2C=CC(NC2=C(C=C1)O)=O ((R)-5-[2-(5,6-diethyl-indan-2-ylamino)-1-hydroxyethyl]-8-hydroxy-1H-quinolin-2-one), Cl (hydrochloric acid). Solvent: CO (methanol), CO (methanol). Conditions: temperature 50 celsius, time 17 hour. The product is Cl.C(C)C=1C=C2CC(CC2=CC1CC)NC[C@H](O)C1=C2C=CC(NC2=C(C=C1)O)=O ((R)-5-[2-(5,6-diethyl-indan-2-ylamino)-1-hydroxyethyl]-8-hydroxy-1H-quinolin-2-one hydrochloride). RXN SMILES: [CH2:1]([C:3]1[CH:4]=[C:5]2[C:9](=[CH:10][C:11]=1[CH2:12][CH3:13])[CH2:8][CH:7]([NH:14][CH2:15][C@@H:16]([C:18]1[CH:27]=[CH:26][C:25]([OH:28])=[C:24]3[C:19]=1[CH:20]=[CH:21][C:22](=[O:29])[NH:23]3)[OH:17])[CH2:6]2)[CH3:2].[ClH:30]>CO>[ClH:30].[CH2:12]([C:11]1[CH:10]=[C:9]2[C:5](=[CH:4][C:3]=1[CH2:1][CH3:2])[CH2:6][CH:7]([NH:14][CH2:15][C@@H:16]([C:18]1[CH:27]=[CH:26][C:25]([OH:28])=[C:24]3[C:19]=1[CH:20]=[CH:21][C:22](=[O:29])[NH:23]3)[OH:17])[CH2:8]2)[CH3:13] |f:3.4|. Procedure: A suspension of 3.78 g (R)-5-[2-(5,6-diethyl-indan-2-ylamino)-1-hydroxyethyl]-8-hydroxy-1H-quinolin-2-one base (9.63 mmoles) in 36.5 ml methanol is heated to 50° C. A solution of 0.949 g hydrochloric acid 37% (9.63 mmoles) in 10 ml methanol is added dropwise, over 15 minutes. The resulting clear solution is allowed to cool. Crystallization begins spontaneously at 40° C. The suspension is stirred at room temperature for 17 hours. After filtration the salt is washed with 7 ml methanol. The crystal... Reactants: BrC1=CC=2C3=C(C=NC2C=C1)N(C(N3C=3C(=NN(C3)C)C)=O)C (8-bromo-1-(1,3-dimethyl-1H-pyrazol-4-yl)-3-methyl-1,3-dihydro-imidazo[4,5-c]quinolin-2-one), BrC1=CC=2C3=C(C=NC2C=C1)N(C(N3C=3C(=NN(C3)C)C)=O)C (8-bromo-1-(1,3-dimethyl-1H-pyrazol-4-yl)-3-methyl-1,3-dihydro-imidazo[4,5-c]quinolin-2-one), ClC=1C(=NC=C(C1)B1OC(C(O1)(C)C)(C)C)COC(C)=O (acetic acid 3-chloro-5-(4,4,5,5-tetramethyl-[1,3,2]dioxaborolan-2-yl)-pyridin-2-ylmethyl ester). Reported procedure: The title compound was synthesized in a similar manner as described for Example 169.1 using 8-bromo-1-(1,3-dimethyl-1H-pyrazol-4-yl)-3-methyl-1,3-dihydro-imidazo[4,5-c]quinolin-2-one (Intermediate A) and acetic acid 3-chloro-5-(4,4,5,5-tetramethyl-[1,3,2]dioxaborolan-2-yl)-pyridin-2-ylmethyl ester (Stage 238.1.1) to give the title compound as an off-white solid. (HPLC: tR 2.27 min (Method A); M+H=435 MS-ES; 1H-NMR (d6-DMSO, 400 MHz) 9.00 (s, 1H), 8.65-8.62 (m, 1H), 8.18-8.11 (m, 2H), 8.05-8.00 (... Reaction SMILES: Br[C:2]1[CH:11]=[CH:10][C:9]2[N:8]=[CH:7][C:6]3[N:12]([CH3:23])[C:13](=[O:22])[N:14]([C:15]4[C:16]([CH3:21])=[N:17][N:18]([CH3:20])[CH:19]=4)[C:5]=3[C:4]=2[CH:3]=1.[Cl:24][C:25]1[C:26]([CH2:40][O:41]C(=O)C)=[N:27][CH:28]=[C:29](B2OC(C)(C)C(C)(C)O2)[CH:30]=1>>[Cl:24][C:25]1[CH:30]=[C:29]([C:2]2[CH:11]=[CH:10][C:9]3[N:8]=[CH:7][C:6]4[N:12]([CH3:23])[C:13](=[O:22])[N:14]([C:15]5[C:16]([CH3:21])=[N:17][N:18]([CH3:20])[CH:19]=5)[C:5]=4[C:4]=3[CH:3]=2)[CH:28]=[N:27][C:26]=1[CH2:40][OH:41]. Product: ClC=1C=C(C=NC1CO)C1=CC=2C3=C(C=NC2C=C1)N(C(N3C=3C(=NN(C3)C)C)=O)C (8-(5-Chloro-6-hydroxymethyl-pyridin-3-yl)-1-(1,3-dimethyl-1H-pyrazol-4-yl)-3-methyl-1,3-dihydro-imidazo[4,5-c]quinolin-2-one). Starting materials: COC1=CC(=C(C=C1)N)[N+](=O)[O-] (4-methoxy-2-nitro-phenylamine). Reagents/catalysts: [Pd] (Palladium on activated carbon). Run in CO (methanol). Conditions: time 72 hour. Yields the product COC=1C=C(C(=CC1)N)N (4-methoxy-benzene-1,2-diamine). The yield is 97.3%. RXN SMILES: [CH3:1][O:2][C:3]1[CH:8]=[CH:7][C:6]([NH2:9])=[C:5]([N+:10]([O-])=O)[CH:4]=1>[Pd].CO>[CH3:1][O:2][C:3]1[CH:4]=[C:5]([NH2:10])[C:6]([NH2:9])=[CH:7][CH:8]=1. Procedure details: 10% Palladium on activated carbon (1.0 g, 9.4 mmol, 0.15 eq) is added at room temperature to a stirred solution of 4-methoxy-2-nitro-phenylamine (10.0 g, 59.5 mmol, 1.0 eq) in methanol (70 mL). The mixture is hydrogenated for 72 hours, then filtered through decalite. Solvent is removed to afford 4-methoxy-benzene-1,2-diamine as a dark brown oil (8.0 g, 97% yield). Starting materials: C1[C@@H](C)O1 ((R)-(+)-propylene oxide), CC=1NC=C(N1)C(=O)OCC (Ethyl 2-methyl-1H-imidazole-4-carboxylate), C([O-])([O-])=O.[K+].[K+] (potassium carbonate), C1[C@@H](C)O1 ((R)-(+)-propylene oxide). The solvent is CN(C)C=O (DMF). Run at temperature 60 celsius, time 5.5 hour. Yields the product O[C@@H](CN1C(=NC(=C1)C(=O)OCC)C)C ((R)-Ethyl 1-(2-hydroxypropyl)-2-methyl-1H-imidazole-4-carboxylate). The yield is 76.3%. RXN SMILES: [CH3:1][C:2]1[NH:3][CH:4]=[C:5]([C:7]([O:9][CH2:10][CH3:11])=[O:8])[N:6]=1.C(=O)([O-])[O-].[K+].[K+].[CH2:18]1[O:21][C@@H:19]1[CH3:20]>CN(C=O)C>[OH:21][C@H:19]([CH3:20])[CH2:18][N:3]1[CH:4]=[C:5]([C:7]([O:9][CH2:10][CH3:11])=[O:8])[N:6]=[C:2]1[CH3:1] |f:1.2.3|. Procedure: Ethyl 2-methyl-1H-imidazole-4-carboxylate (3.24 mmol, 500 mg) and potassium carbonate (32.4 mmol, 4482 mg) were dissolved in DMF (10 ml). (R)-(+)-propylene oxide (48.6 mmol, 3.41 ml) was added and the resulting mixture was stirred at 60° C. for 5.5 h. More (R)-(+)-propylene oxide (1.5 ml) was added and the heating continued for another hour. The mixture was evaporated and the residue was purified by flash chromatography. 525 mg of the title compound was obtained. 1H-NMR (400 MHz, DMSO-d6): δ 1.0... Starting materials: glass, OC1=C(C=NC2=C(C=C(C=C2C)O)C)C=CC(=C1)O (4-(2,4-dihydroxybenzylideneamino)-3,5-dimethylphenol), CN=C=O (methyl isocyanate). Reagents/catalysts: C(C)(=O)[O-].C(C)(=O)[O-].C(CCC)[Sn+2]CCCC (dibutyltin diacetate). Run in C(C)(=O)OCC (ethyl acetate), C(C)(=O)OCC (ethyl acetate). Reaction conditions: time 18 hour. Yields the product CNC(OC1=CC(=C(C(=C1)C)N=CC1=C(C=C(C=C1)OC(NC)=O)O)C)=O (4-[2-hydroxy-4-(methylcarbamoyloxy)benzylideneamino]-3,5-dimethylphenyl methylcarbamate). Isolated yield 97.5%. RXN SMILES: [OH:1][C:2]1[CH:18]=[C:17]([OH:19])[CH:16]=[CH:15][C:3]=1[CH:4]=[N:5][C:6]1[C:11]([CH3:12])=[CH:10][C:9]([OH:13])=[CH:8][C:7]=1[CH3:14].[CH3:20][N:21]=[C:22]=[O:23]>C([O-])(=O)C.C([O-])(=O)C.C([Sn+2]CCCC)CCC.C(OCC)(=O)C>[CH3:20][NH:21][C:22](=[O:23])[O:13][C:9]1[CH:10]=[C:11]([CH3:12])[C:6]([N:5]=[CH:4][C:3]2[CH:15]=[CH:16][C:17]([O:19][C:22](=[O:23])[NH:21][CH3:20])=[CH:18][C:2]=2[OH:1])=[C:7]([CH3:14])[CH:8]=1 |f:2.3.4|. Reported procedure: To a 350 milliliter glass pressure bottle equipped with a magnetic stirrer was added 5.15 grams (0.020 moles) of 4-(2,4-dihydroxybenzylideneamino)-3,5-dimethylphenol prepared in Part A, 2.40 grams (0.042 moles) of methyl isocyanate, 100 milliliters of ethyl acetate and 5 drops of dibutyltin diacetate. The resulting reaction mixture was stirred for 18 hours at room temperature, diluted with an additional 100 milliliters of ethyl acetate and washed twice with a 1% aqueous sodium bicarbonate soluti... The reactants are CC#N, O=Cc1cccc2c1C=C2, [I-], [Na+], O, O=S([O-])O. The product is Oc1cccc2c1C=C2. RXN SMILES: [CH3:18][C:19]#[N:20].[CH:1]1=[CH:2][c:3]2[c:4]1[cH:5][cH:6][cH:7][c:8]2[CH:9]=[O:10].[I-:17].[Na+:16].[OH2:11].[S:12]([O-:13])(=[O:14])[OH:15]>>[CH:1]1=[CH:2][c:3]2[c:4]1[cH:5][cH:6][cH:7][c:8]2[OH:13]. Reaction SMILES: [OH:1][C:2]1[CH:7]=[CH:6][C:5]([S:8][CH2:9][CH2:10][CH2:11][CH2:12][O:13][C:14]2[CH:15]=[C:16]3[C:21](=[CH:22][CH:23]=2)[NH:20][C:19](=[O:24])[CH2:18][CH2:17]3)=[CH:4][CH:3]=1.[OH:25]O>>[OH:1][C:2]1[CH:7]=[CH:6][C:5]([S:8]([CH2:9][CH2:10][CH2:11][CH2:12][O:13][C:14]2[CH:15]=[C:16]3[C:21](=[CH:22][CH:23]=2)[NH:20][C:19](=[O:24])[CH2:18][CH2:17]3)=[O:25])=[CH:4][CH:3]=1. Reactants: OC1=CC=C(C=C1)SCCCCOC=1C=C2CCC(NC2=CC1)=O (6-[4-(4-hydroxy-phenyl-mercapto)-butoxy]-3,4-dihydro-carbostyril), OO (hydrogen peroxide). The product is OC1=CC=C(C=C1)S(=O)CCCCOC=1C=C2CCC(NC2=CC1)=O (6-[4-(4-Hydroxyphenyl-sulfinyl)-butoxy]-3,4-dihydro-carbostyril). Procedure: Prepared analogous to Example 2 from 6-[4-(4-hydroxy-phenyl-mercapto)-butoxy]-3,4-dihydro-carbostyril and hydrogen peroxide.